This data is from the Open Reaction Database (ORD), a public repository of structured organic reaction records. The task is: describe an organic reaction: reactants, conditions, products, and yield Reaction SMILES: [CH3:1][C:2]([S:23]([CH3:26])(=[O:25])=[O:24])([CH2:6][CH2:7][C:8]1[CH:13]=[CH:12][C:11]([B:14]2[O:18][C:17]([CH3:20])([CH3:19])[C:16]([CH3:22])([CH3:21])[O:15]2)=[CH:10][CH:9]=1)[C:3]([OH:5])=O.[O:27]1[CH2:32][CH2:31][CH2:30][CH2:29][CH:28]1[O:33][NH2:34].BrC1C=CC(CCC(C)(S(C)(=O)=O)C(NOC2CCCCO2)=O)=CC=1>>[CH3:1][C:2]([S:23]([CH3:26])(=[O:24])=[O:25])([CH2:6][CH2:7][C:8]1[CH:13]=[CH:12][C:11]([B:14]2[O:15][C:16]([CH3:21])([CH3:22])[C:17]([CH3:20])([CH3:19])[O:18]2)=[CH:10][CH:9]=1)[C:3]([NH:34][O:33][CH:28]1[CH2:29][CH2:30][CH2:31][CH2:32][O:27]1)=[O:5]. Starting materials: CC(C(=O)O)(CCC1=CC=C(C=C1)B1OC(C(O1)(C)C)(C)C)S(=O)(=O)C ((+/−)-2-methyl-2-(methylsulfonyl)-4-[4-(4,4,5,5-tetramethyl-1,3,2-dioxaborolan-2-yl)phenyl]butanoic acid), O1C(CCCC1)ON (O-tetrahydro-2H-pyran-2-yl-hydroxylamine), BrC1=CC=C(C=C1)CCC(C(=O)NOC1OCCCC1)(S(=O)(=O)C)C ((+/−)-4-(4-bromophenyl)-2-methyl-2-(methylsulfonyl)-N-(tetrahydro-2H-pyran-2-yloxy)butanamide). Yields the product CC(C(=O)NOC1OCCCC1)(CCC1=CC=C(C=C1)B1OC(C(O1)(C)C)(C)C)S(=O)(=O)C ((+/−)-2-Methyl-2-(methylsulfonyl)-N-(tetrahydro-2H-pyran-2-yloxy)-4-[4-(4,4,5,5-tetramethyl-1,3,2-dioxaborolan-2-yl)phenyl]butanamide). Yield: 60.4%. Reported procedure: The title compound (3.69 g, 60.4%) was prepared from (+/−)-2-methyl-2-(methylsulfonyl)-4-[4-(4,4,5,5-tetramethyl-1,3,2-dioxaborolan-2-yl)phenyl]butanoic acid (4.86 g, 12.7 mmol) and O-tetrahydro-2H-pyran-2-yl-hydroxylamine (2.1 g, 18.0 mmol) by a procedure analogous to that described for (+/−)-4-(4-bromophenyl)-2-methyl-2-(methylsulfonyl)-N-(tetrahydro-2H-pyran-2-yloxy)butanamide (III/Step 4—Preparation Number 2). LCMS m/z 480.3 (M−1). Starting materials: CC1=CN(C=N1)C2=C(C=C(C=C2)N)OC, C1=CN=C(N=C1)Cl. Reagents/catalysts: C(=O)([O-])[O-].[Cs+].[Cs+], C1CCC(CC1)P(C2CCCCC2)C3=CC=CC=C3C4=CC=CC=C4, CC(=O)O.CC(=O)O.[Pd]. The solvent is COCCOC. Conditions: temperature 100 celsius. Yields the product CC1=CN(C=N1)C2=C(C=C(C=C2)NC3=NC=CC=N3)OC. The yield is 18.8%. Reported procedure: 2-Chloropyrimidine (0.056 g, 0.49 mmol), 3-methoxy-4-(4-methyl-1H-imidazol-1-yl)aniline (0.100 g, 0.49 mmol), Palladium acetate (0.011 g, 0.05 mmol),  2-(Dicyclohexylphosphino)biphenyl (0.017 g, 0.05 mmol) and Cesium carbonate (0.481 g, 1.48 mmol) were placed in a microwave vial. The mixture was capped and flushed with argon. 1,2-dimethoxyethane (5 mL) was added and the mixture was run in a microwave for 60 minutes at 100°C. Very little product. Added 0.1 eq ligand and palladium acetate, flushed... Reactants: NC1=CC2=C(NC(CCC2(C)C)=O)C=C1 (7-Amino-5,5-dimethyl-1,3,4,5-tetrahydro-benzo[b]azepin-2-one), C(C)(=O)NC1=CC(=C(C(=O)NC)C=C1)NC1=NC(=NC=C1Cl)Cl (4-Acetylamino-2-(2,5-dichloro-pyrimidin-4-ylamino)-N-methyl-benzamide). Yields the product C(C)(=O)NC1=CC(=C(C(=O)NC)C=C1)NC1=NC(=NC=C1Cl)NC=1C=CC2=C(C(CCC(N2)=O)(C)C)C1 (4-Acetylamino-2-[5-chloro-2-(5,5-dimethyl-2-oxo-2,3,4,5-tetrahydro-1H-1-benzazepin-7-ylamino)-pyrimidin-4-ylamino]-N-methyl-benzamide), Title compound. Reaction SMILES: [NH2:1][C:2]1[CH:15]=[CH:14][C:5]2[NH:6][C:7](=[O:13])[CH2:8][CH2:9][C:10]([CH3:12])([CH3:11])[C:4]=2[CH:3]=1.[C:16]([NH:19][C:20]1[CH:29]=[CH:28][C:23]([C:24]([NH:26][CH3:27])=[O:25])=[C:22]([NH:30][C:31]2[C:36]([Cl:37])=[CH:35][N:34]=[C:33](Cl)[N:32]=2)[CH:21]=1)(=[O:18])[CH3:17]>>[C:16]([NH:19][C:20]1[CH:29]=[CH:28][C:23]([C:24]([NH:26][CH3:27])=[O:25])=[C:22]([NH:30][C:31]2[C:36]([Cl:37])=[CH:35][N:34]=[C:33]([NH:1][C:2]3[CH:15]=[CH:14][C:5]4[NH:6][C:7](=[O:13])[CH2:8][CH2:9][C:10]([CH3:12])([CH3:11])[C:4]=4[CH:3]=3)[N:32]=2)[CH:21]=1)(=[O:18])[CH3:17]. Procedure: 4-Acetylamino-2-[5-chloro-2-(5,5-dimethyl-2-oxo-2,3,4,5-tetrahydro-1H-1-benzazepin-7-ylamino)-pyrimidin-4-ylamino]-N-methyl-benzamide was prepared from 7-Amino-5,5-dimethyl-1,3,4,5-tetrahydro-benzo[b]azepin-2-one and 4-Acetylamino-2-(2,5-dichloro-pyrimidin-4-ylamino)-N-methyl-benzamide in an analogous manner to Example 1221d. Title compound was isolated as a white powder, 27 mg, 35%. MP>300, LCMS: 522.21 (M+H), HPLC purity 100%, 1H-NMR (DMSO-d6, 400 MHz) δ 11.60 (s, 1H), 9.99 (s, 1H), 9.39 (s, 1... Starting materials: C(N)(=O)C1=C(C=2N(N=C1)C=C(C2)C2=CC=CC=C2)N[C@@H]2C([C@@](CC2)(C)CNC(OC(C)(C)C)=O)(C)C (tert-butyl (((1S,3S)-3-((3-carbamoyl-6-phenylpyrrolo[1,2-b]pyridazin-4-yl)amino)-1,2,2-trimethylcyclopentyl)methyl)carbamate), FC(C(=O)O)(F)F (trifluoroacetic acid). The solvent is C(C)(=O)OCC (ethyl acetate), ClCCl (dichloromethane). Conditions: time 1 hour. Yields the product NC[C@@]1(C([C@H](CC1)NC=1C=2N(N=CC1C(=O)N)C=C(C2)C2=CC=CC=C2)(C)C)C (4-(((1S,3S)-3-(aminomethyl)-2,2,3-trimethylcyclopentyl)amino)-6-phenylpyrrolo[1,2-b]pyridazine-3-carboxamide). Isolated yield 96.9%. Reaction SMILES: [C:1]([C:4]1[CH:9]=[N:8][N:7]2[CH:10]=[C:11]([C:13]3[CH:18]=[CH:17][CH:16]=[CH:15][CH:14]=3)[CH:12]=[C:6]2[C:5]=1[NH:19][C@H:20]1[CH2:24][CH2:23][C@@:22]([CH2:26][NH:27]C(=O)OC(C)(C)C)([CH3:25])[C:21]1([CH3:36])[CH3:35])(=[O:3])[NH2:2].FC(F)(F)C(O)=O>ClCCl.C(OCC)(=O)C>[NH2:27][CH2:26][C@@:22]1([CH3:25])[CH2:23][CH2:24][C@H:20]([NH:19][C:5]2[C:6]3[N:7]([CH:10]=[C:11]([C:13]4[CH:18]=[CH:17][CH:16]=[CH:15][CH:14]=4)[CH:12]=3)[N:8]=[CH:9][C:4]=2[C:1]([NH2:2])=[O:3])[C:21]1([CH3:36])[CH3:35]. Reported procedure: To a solution of tert-butyl (((1S,3S)-3-((3-carbamoyl-6-phenylpyrrolo[1,2-b]pyridazin-4-yl)amino)-1,2,2-trimethylcyclopentyl)methyl)carbamate (236 mg, 0.480 mmol) in dichloromethane (3910 μl) at 0° C. was added trifluoroacetic acid (452 μl, 5.87 mmol. The reaction mixture was allowed to warm to room temperature and stirring was continued for 1 hr. The reaction mixture was concentrated under reduced pressure, yielding a yellow oil. The oil was diluted with ethyl acetate (50 ml) and washed success... Procedure: A suspension of zinc powder (0.70 g) was stirred at 20° C. in a solution of 4,5,7-trichloro-8-methoxy-quinoline-3-carboxylic acid ethyl ester 26 (364 mg, 1.09 mmol) and acetic acid (2.2 ml) in 1,4-dioxane (15 ml). After 20 minutes, ethyl acetate (20 ml) was added and the resultant mixture filtered through a pad of celite. The filtrate was washed with saturated aqueous sodium chloride solution (10 ml), dried (MgSO4), filtered, and the solvent removed under vacuum. The residue was chromatographed ... Starting materials: C(C)OC(=O)C=1C=NC2=C(C(=CC(=C2C1Cl)Cl)Cl)OC (4,5,7-Trichloro-8-methoxy-quinoline-3-carboxylic acid ethyl ester), C(C)(=O)O (acetic acid), C(C)(=O)OCC (ethyl acetate). Yield: 39.7%. The reagents and catalysts are [Zn] (zinc). As a reaction SMILES: [CH2:1]([O:3][C:4]([C:6]1[CH:7]=[N:8][C:9]2[C:14]([C:15]=1Cl)=[C:13]([Cl:17])[CH:12]=[C:11]([Cl:18])[C:10]=2[O:19][CH3:20])=[O:5])[CH3:2].C(O)(=O)C.C(OCC)(=O)C>O1CCOCC1.[Zn]>[CH2:1]([O:3][C:4]([C:6]1[CH:7]=[N:8][C:9]2[C:14]([CH:15]=1)=[C:13]([Cl:17])[CH:12]=[C:11]([Cl:18])[C:10]=2[O:19][CH3:20])=[O:5])[CH3:2]. Run at time 20 minute. Yields the product C(C)OC(=O)C=1C=NC2=C(C(=CC(=C2C1)Cl)Cl)OC (5,7-Dichloro-8-methoxy-quinoline-3-carboxylic acid ethyl ester). The solvent is O1CCOCC1 (1,4-dioxane). The reactants are C1(CCCCC1)C1=CC=C(C=C1)C(CC)=O (4'-cyclohexylpropiophenone), Cl.N1CCCC1 (pyrrolidine hydrochloride), C=O (paraformaldehyde), C(C)(=O)OCC.Cl (hydrogen chloride-ethyl acetate). Solvent: C(C)(=O)OCC (ethyl acetate). Yields the product Cl (hydrochloride), C1(CCCCC1)C1=CC=C(C=C1)C(C(CN1CCCC1)C)=O (4'-Cyclohexyl-2-methyl-3-pyrrolidinopropiophenone). RXN SMILES: [CH:1]1([C:7]2[CH:12]=[CH:11][C:10]([C:13](=[O:16])[CH2:14][CH3:15])=[CH:9][CH:8]=2)[CH2:6][CH2:5][CH2:4][CH2:3][CH2:2]1.[ClH:17].[NH:18]1[CH2:22][CH2:21][CH2:20][CH2:19]1.C=O.[C:25](OCC)(=O)C.Cl>C(OCC)(=O)C>[ClH:17].[CH:1]1([C:7]2[CH:8]=[CH:9][C:10]([C:13](=[O:16])[CH:14]([CH3:25])[CH2:15][N:18]3[CH2:22][CH2:21][CH2:20][CH2:19]3)=[CH:11][CH:12]=2)[CH2:2][CH2:3][CH2:4][CH2:5][CH2:6]1 |f:1.2,4.5|. Procedure details: A solution of 5.10 g of 4'-cyclohexylpropiophenone in 15 ml of ethyl acetate, 2.50 g of pyrrolidine hydrochloride, 1.30 g of paraformaldehyde and 0.5 ml of 22% hydrogen chloride-ethyl acetate were treated in the same manner as that described for Example 3 to give 3.65 g of hydrochloride of the desired compound, which were recrystallized from a mixture of ethanol and ether as colorless needles, mp 186°-187°. The reactants are C1COCCO1, [O-][Cl+][O-], C[Si](C)(C)CCOCn1cc(C=O)c2nc(N3Cc4c(Cl)cccc4C3=O)cnc21, [K+], NS(=O)(=O)O, [Na+], O, O=P([O-])(O)O. The product is C[Si](C)(C)CCOCn1cc(C(=O)O)c2nc(N3Cc4c(Cl)cccc4C3=O)cnc21. Reaction SMILES: [CH2:46]1[O:47][CH2:48][CH2:49][O:50][CH2:51]1.[Cl+:36]([O-:37])[O-:38].[Cl:1][c:2]1[c:3]2[c:7]([cH:8][cH:9][cH:10]1)[C:6](=[O:11])[N:5]([c:12]1[n:13][c:14]3[c:15]([n:16][cH:17]1)[n:18]([CH2:23][O:24][CH2:25][CH2:26][Si:27]([CH3:28])([CH3:29])[CH3:30])[cH:19][c:20]3[CH:21]=[O:22])[CH2:4]2.[K+:45].[NH2:31][S:32]([OH:33])(=[O:34])=[O:35].[Na+:39].[OH2:52].[P:40]([O-:41])([OH:42])([OH:43])=[O:44]>>[Cl:1][c:2]1[c:3]2[c:7]([cH:8][cH:9][cH:10]1)[C:6](=[O:11])[N:5]([c:12]1[n:13][c:14]3[c:15]([n:16][cH:17]1)[n:18]([CH2:23][O:24][CH2:25][CH2:26][Si:27]([CH3:28])([CH3:29])[CH3:30])[cH:19][c:20]3[C:21](=[O:22])[OH:33])[CH2:4]2.